This data is from the Open Reaction Database (ORD), a public repository of structured organic reaction records. The task is: describe an organic reaction: reactants, conditions, products, and yield Reactants: [H][H] (hydrogen), [H-].[Na+] (Sodium hydride), two, [Br-].C(C)(C)(C)OC(=O)C[P+](C1=CC=CC=C1)(C1=CC=CC=C1)C1=CC=CC=C1 ((tert-butoxycarbonylmethyl)-triphenylphosphonium bromide), C(C)OC(=O)C=1NC2=CC(=CC(=C2C1C=O)Cl)Cl (ethyl-3-formyl-4,6-dichloro-indole-2-carboxylate), C(C)(C)(C)OC(=O)C=P(C1=CC=CC=C1)(C1=CC=CC=C1)C1=CC=CC=C1 ((tert-butoxycarbonylmethylene)-triphenylphosphorane), C(C)(C)(C)OC(=O)C=P(C1=CC=CC=C1)(C1=CC=CC=C1)C1=CC=CC=C1 ((tert-Butoxycarbonylmethylene)-triphenylphosphorane). Run in O (water), C(C)(C)O (isopropanol). Reaction conditions: time 8 hour. The product is C(C)(C)OC(=O)C=1NC2=CC(=CC(=C2C1\C=C\C(=O)OC(C)(C)C)Cl)Cl ((E)-3-(2'-tert-butoxycarbonyl-ethenyl)-4,6-dichloro-1H-indole-2-carboxylic acid isopropyl ester). Isolated yield 207.9%. RXN SMILES: [H-].[Na+].[Br-].[C:4]([O:8][C:9]([CH2:11][P+](C1C=CC=CC=1)(C1C=CC=CC=1)C1C=CC=CC=1)=[O:10])([CH3:7])([CH3:6])[CH3:5].[H][H].[CH2:33]([O:35][C:36]([C:38]1[NH:39][C:40]2[C:45]([C:46]=1[CH:47]=O)=[C:44]([Cl:49])[CH:43]=[C:42]([Cl:50])[CH:41]=2)=[O:37])[CH3:34].[C:51](OC(C=P(C1C=CC=CC=1)(C1C=CC=CC=1)C1C=CC=CC=1)=O)(C)(C)C>C(O)(C)C.O>[CH:33]([O:35][C:36]([C:38]1[NH:39][C:40]2[C:45]([C:46]=1/[CH:47]=[CH:11]/[C:9]([O:8][C:4]([CH3:7])([CH3:6])[CH3:5])=[O:10])=[C:44]([Cl:49])[CH:43]=[C:42]([Cl:50])[CH:41]=2)=[O:37])([CH3:51])[CH3:34] |f:0.1,2.3|. Reported procedure: Sodium hydride (1 g; 95%) was added in two 0.5 g portions to a solution of (tert-butoxycarbonylmethyl)-triphenylphosphonium bromide (8.4 g) in isopropanol (100 ml). After the evolution of hydrogen ceased ethyl-3-formyl-4,6-dichloro-indole-2-carboxylate (5 g) was added and the reaction mixture was refluxed for 2 h. (tert-Butoxycarbonylmethylene)-triphenylphosphorane (1 g) was added and the reflux was continued for 8 h. An other amount of (tert-butoxycarbonylmethylene)-triphenylphosphorane (3.5 g)... Reactants: OC[C@H](O)[C@@H](O)[C@H](O)[C@H](O)CO (D-sorbitol), C([C@H](O)[C@@H](O)[C@H](O)[C@@H](O)CO)O (L-iditol). Product: OCC(=O)[C@@H](O)[C@H](O)[C@@H](O)CO (L-sorbose). RXN SMILES: [OH:1][CH2:2][C@@H:3]([C@H:5]([C@@H:7]([C@@H:9]([CH2:11][OH:12])[OH:10])[OH:8])[OH:6])[OH:4].C(O)[C@@H]([C@H]([C@@H]([C@H](CO)O)O)O)O>>[OH:1][CH2:2][C:3]([C@H:5]([C@@H:7]([C@H:9]([CH2:11][OH:12])[OH:10])[OH:8])[OH:6])=[O:4]. Procedure details: According to another advantageous embodiment of the method of the invention, the solution of D-sorbitol and of L-iditol subjected to fermentation is obtained by catalytic hydrogenation of L-sorbose. The reactants are CNC[C@H](O)[C@@H](O)[C@H](O)[C@H](O)CO (N-methyl-D-glucamine), C(=O)(O)[C@@H]1[C@@H](CCCC1)C(=O)NC=1C=C(/C=C/C=2SC3=C(N2)C=CC=C3)C=CC1 (2-[trans-3-(cis-2-carboxycyclohexanoyl)aminostyryl]benzothiazole), CO (methanol). The solvent is O (water). Conditions: time 30 minute. Yields the product CNC[C@H](O)[C@@H](O)[C@H](O)[C@H](O)CO.C(=O)(O)[C@@H]1[C@@H](CCCC1)C(=O)NC=1C=C(/C=C/C=2SC3=C(N2)C=CC=C3)C=CC1 (2-[trans-3-(cis-2-carboxycyclohexanoyl)aminostyryl]benzothiazole N-methyl-D-glucamine salt). Yield: 72.7%. As a reaction SMILES: CO.[CH3:3][NH:4][CH2:5][C@@H:6]([C@H:8]([C@@H:10]([C@@H:12]([CH2:14][OH:15])[OH:13])[OH:11])[OH:9])[OH:7].[C:16]([C@H:19]1[CH2:24][CH2:23][CH2:22][CH2:21][C@H:20]1[C:25]([NH:27][C:28]1[CH:29]=[C:30]([CH:42]=[CH:43][CH:44]=1)/[CH:31]=[CH:32]/[C:33]1[S:34][C:35]2[CH:41]=[CH:40][CH:39]=[CH:38][C:36]=2[N:37]=1)=[O:26])([OH:18])=[O:17]>O>[CH3:3][NH:4][CH2:5][C@@H:6]([C@H:8]([C@@H:10]([C@@H:12]([CH2:14][OH:15])[OH:13])[OH:11])[OH:9])[OH:7].[C:16]([C@H:19]1[CH2:24][CH2:23][CH2:22][CH2:21][C@H:20]1[C:25]([NH:27][C:28]1[CH:29]=[C:30]([CH:42]=[CH:43][CH:44]=1)/[CH:31]=[CH:32]/[C:33]1[S:34][C:35]2[CH:41]=[CH:40][CH:39]=[CH:38][C:36]=2[N:37]=1)=[O:26])([OH:18])=[O:17] |f:4.5|. Procedure: Into a solvent mixture of 6 ml of methanol and 1 ml of water were added 96 mg of N-methyl-D-glucamine and 200 mg of 2-[trans-3-(cis-2-carboxycyclohexanoyl)aminostyryl]benzothiazole and the mixture was stirred at room temperature for 30 minutes. After evaporation of the solvent under reduced pressure, the crude crystals formed were recrystallized from ethanol-ethyl ether to obtain 215 mg (yield 73%) of the title compound. Reactants: BrCc1ccccc1, CC(C)(C)OC(=O)NS(=O)(=O)C1CC1, C1CCOC1, [Li]CCCC, CCOC(C)=O, O. Yields the product CC(C)(C)OC(=O)NS(=O)(=O)C1(OCc2ccccc2)CC1. Reaction SMILES: [Br:20][CH2:21][c:22]1[cH:23][cH:24][cH:25][cH:26][cH:27]1.[C:1](=[O:2])([O:3][C:4]([CH3:5])([CH3:6])[CH3:7])[NH:8][S:9](=[O:10])(=[O:11])[CH:12]1[CH2:13][CH2:14]1.[CH2:29]1[O:30][CH2:31][CH2:32][CH2:33]1.[CH3:15][CH2:16][CH2:17][CH2:18][Li:19].[CH3:34][CH2:35][O:36][C:37]([CH3:38])=[O:39].[OH2:28]>>[C:1](=[O:2])([O:3][C:4]([CH3:5])([CH3:6])[CH3:7])[NH:8][S:9](=[O:10])(=[O:11])[C:12]1([O:28][CH2:21][c:22]2[cH:23][cH:24][cH:25][cH:26][cH:27]2)[CH2:13][CH2:14]1. The reactants are FC1=C(C(=O)N[C@H](C(=O)O)C2=CC=C(C=C2)CC(=O)O)C=CC(=C1)N(C1CCC2=C1C(=C1C(N(C(=NC1=C2)C)OC(C(C)(C)C)=O)=O)C)C ((2S)-2-{o-fluoro-p-[N-methyl-N-((6RS)-2-methyl-3-pivaloyloxy-methyl-4-oxo-3,4,7,8-tetrahydro-6H-cyclopenta[g]quinazolin-6-yl)amino]benzamido}-2-[p-(carboxymethyl)phenyl]acetic acid), [OH-].[Na+] (NaOH). Solvent: CO (methanol). Product: FC1=C(C(=O)N[C@H](C(=O)O)C2=CC=C(C=C2)CC(=O)O)C=CC(=C1)N(C1CCC2=C1C=C1C(NC(=NC1=C2)C)=O)C ((2S)-2-{o-fluoro-p-[N-methyl-N-((6RS)-2-methyl-4-oxo-3,4,7,8-tetrahydro-6H-cyclopenta[g]quinazolin-6-yl)amino]benzamido}-2-[p-(carboxymethyl)phenyl]acetic acid). Yield: 92.2%. As a reaction SMILES: [F:1][C:2]1[CH:24]=[C:23]([N:25]([CH3:49])[CH:26]2[C:30]3[C:31](C)=[C:32]4[C:37](=[CH:38][C:29]=3[CH2:28][CH2:27]2)[N:36]=[C:35]([CH3:39])[N:34](OC(=O)C(C)(C)C)[C:33]4=[O:47])[CH:22]=[CH:21][C:3]=1[C:4]([NH:6][C@@H:7]([C:11]1[CH:16]=[CH:15][C:14]([CH2:17][C:18]([OH:20])=[O:19])=[CH:13][CH:12]=1)[C:8]([OH:10])=[O:9])=[O:5].[OH-].[Na+]>CO>[F:1][C:2]1[CH:24]=[C:23]([N:25]([CH3:49])[CH:26]2[C:30]3[CH:31]=[C:32]4[C:37](=[CH:38][C:29]=3[CH2:28][CH2:27]2)[N:36]=[C:35]([CH3:39])[NH:34][C:33]4=[O:47])[CH:22]=[CH:21][C:3]=1[C:4]([NH:6][C@@H:7]([C:11]1[CH:16]=[CH:15][C:14]([CH2:17][C:18]([OH:20])=[O:19])=[CH:13][CH:12]=1)[C:8]([OH:10])=[O:9])=[O:5] |f:1.2|. Procedure details: A solution of (2S)-2-{o-fluoro-p-[N-methyl-N-((6RS)-2-methyl-3-pivaloyloxy-methyl-4-oxo-3,4,7,8-tetrahydro-6H-cyclopenta[g]quinazolin-6-yl)amino]benzamido}-2-[p-(carboxymethyl)phenyl]acetic acid (0.14 g, 0.2 mmol) in 1 ml of methanol containing 0.6 ml of 1N NaOH was stirred for 90 minutes at room temperature. After dilution with water and filtration the pH was adjusted to 2.5 with 2N HCl . The resulting solid was filtered off, washed with water, dried and triturated with ether to give (2S)-2-{o-... Reactants: C1(=CC=CC=C1)CCCCCCCCCCCCCCCCCC (1-phenyloctadecane), ClS(=O)(=O)O (chlorosulfonic acid). Run in C(Cl)(Cl)Cl (CHCl3). Conditions: time 22 hour. The product is C(CCCCCCCCCCCCC)C1=CC=C(C=C1)S(=O)(=O)Cl (p-Tetradecylbenzenesulfonyl Chloride). The yield is 68.0%. RXN SMILES: [C:1]1([CH2:7][CH2:8][CH2:9][CH2:10][CH2:11][CH2:12][CH2:13][CH2:14][CH2:15][CH2:16][CH2:17][CH2:18][CH2:19][CH2:20]CCCC)[CH:6]=[CH:5][CH:4]=[CH:3][CH:2]=1.[Cl:25][S:26](O)(=[O:28])=[O:27]>C(Cl)(Cl)Cl>[CH2:7]([C:1]1[CH:6]=[CH:5][C:4]([S:26]([Cl:25])(=[O:28])=[O:27])=[CH:3][CH:2]=1)[CH2:8][CH2:9][CH2:10][CH2:11][CH2:12][CH2:13][CH2:14][CH2:15][CH2:16][CH2:17][CH2:18][CH2:19][CH3:20]. Reported procedure: To a solution of 1-phenyloctadecane (0.69 g, 2.5 mmol) in CHCl3 (5 mL) was added chlorosulfonic acid (0.5 mL, 7.5 mmol) and the mixture was stirred at rt for 22 h. The mixture was poured on ice and extracted with CH2Cl2. The combined extracts were washed with water, a solution of NaHCO3, and water, dried (Na2SO4), and concentrated in vacuo. The residue was chromatographed on silica gel (70-230 mesh) with hexane/ethyl acetate (49:1) to give the product as a white solid (0.63 g, 1.7 mmol, 68%), mp...